This data is from the Open Reaction Database (ORD), a public repository of structured organic reaction records. The task is: describe an organic reaction: reactants, conditions, products, and yield The reactants are BrCCCOC1=CC=C(C(=O)C=2OC3=C(C2C2=CC=CC=C2)C=CC=C3)C=C1 (2-[4-(3-Bromopropoxy)benzoyl]-3-phenylbenzofuran), C(C)NCC (diethylamine). The solvent is C(C)O (ethanol). Yields the product C(C)N(CCCOC1=CC=C(C(=O)C=2OC3=C(C2C2=CC=CC=C2)C=CC=C3)C=C1)CC (2-[4-(3-Diethylaminopropoxy)benzoyl]-3-phenylbenzofuran). RXN SMILES: Br[CH2:2][CH2:3][CH2:4][O:5][C:6]1[CH:28]=[CH:27][C:9]([C:10]([C:12]2[O:13][C:14]3[CH:26]=[CH:25][CH:24]=[CH:23][C:15]=3[C:16]=2[C:17]2[CH:22]=[CH:21][CH:20]=[CH:19][CH:18]=2)=[O:11])=[CH:8][CH:7]=1.[CH2:29]([NH:31][CH2:32][CH3:33])[CH3:30]>C(O)C>[CH2:29]([N:31]([CH2:32][CH3:33])[CH2:2][CH2:3][CH2:4][O:5][C:6]1[CH:28]=[CH:27][C:9]([C:10]([C:12]2[O:13][C:14]3[CH:26]=[CH:25][CH:24]=[CH:23][C:15]=3[C:16]=2[C:17]2[CH:22]=[CH:21][CH:20]=[CH:19][CH:18]=2)=[O:11])=[CH:8][CH:7]=1)[CH3:30]. Procedure: 2-[4-(3-Bromopropoxy)benzoyl]-3-phenylbenzofuran (2.5 g., 5.7 mmol.) is refluxed for 6 hours in 50 ml. of ethanol containing 20 ml. of diethylamine. The reaction mixture is concentrated under reduced pressure and the residue is dissolved in chloroform. The chloroform solution is washed with water, saturated aqueous sodium chloride solution and water, dried (MgSO4) and concentrated to give the title compound. Run at time 1 hour. The product is C(=O)N(CC1=CC=CC=C1)CC1=CC=CC=C1 (N-formyl-dibenzylamine). Procedure: To an ice-cold and vigorously stirred solution of dibenzylamine (918 g.) in 98% formic acid (105 ml.) is added dropwise, over 45 minutes, acetic anhydride (35 ml.). The resulting mixture is stirred for one hour at room temperature, then diluted with ice water (40 ml.) and kept overnight at 15° C. The solution is evaporated in vacuo to dryness and the residue extracted with ether. The ethereal solution is washed with water, dried over magnesium sulfate, filtered, and evaporated in vacuo to yield ... Run in ice water, C(=O)O (formic acid). Reactants: ice, C(C1=CC=CC=C1)NCC1=CC=CC=C1 (dibenzylamine), C(C)(=O)OC(C)=O (acetic anhydride). RXN SMILES: [CH2:1]([NH:8][CH2:9][C:10]1[CH:15]=[CH:14][CH:13]=[CH:12][CH:11]=1)[C:2]1[CH:7]=[CH:6][CH:5]=[CH:4][CH:3]=1.[C:16](OC(=O)C)(=[O:18])C>C(O)=O>[CH:16]([N:8]([CH2:1][C:2]1[CH:7]=[CH:6][CH:5]=[CH:4][CH:3]=1)[CH2:9][C:10]1[CH:15]=[CH:14][CH:13]=[CH:12][CH:11]=1)=[O:18]. Procedure details: In analogy to the procedure described in example 253e, (2S,4R)-4-cyclopropylmethanesulfonyl-1-[5-methyl-2-(2,2,2-trifluoro-ethyl)-2H-pyrazol-3-yl]-pyrrolidine-2-carboxylic acid methyl ester was saponified in the presence of lithium hydroxide to give the title compound as off-white solid which was used in the next step without further purification. MS (ESI): m/z=396.2 [M+H]+. Reactants: COC(=O)[C@H]1N(C[C@@H](C1)S(=O)(=O)CC1CC1)C=1N(N=C(C1)C)CC(F)(F)F ((2S,4R)-4-cyclopropylmethanesulfonyl-1-[5-methyl-2-(2,2,2-trifluoro-ethyl)-2H-pyrazol-3-yl]-pyrrolidine-2-carboxylic acid methyl ester), [OH-].[Li+] (lithium hydroxide). As a reaction SMILES: C[O:2][C:3]([C@@H:5]1[CH2:9][C@@H:8]([S:10]([CH2:13][CH:14]2[CH2:16][CH2:15]2)(=[O:12])=[O:11])[CH2:7][N:6]1[C:17]1[N:18]([CH2:23][C:24]([F:27])([F:26])[F:25])[N:19]=[C:20]([CH3:22])[CH:21]=1)=[O:4].[OH-].[Li+]>>[CH:14]1([CH2:13][S:10]([C@H:8]2[CH2:7][N:6]([C:17]3[N:18]([CH2:23][C:24]([F:27])([F:25])[F:26])[N:19]=[C:20]([CH3:22])[CH:21]=3)[C@H:5]([C:3]([OH:4])=[O:2])[CH2:9]2)(=[O:11])=[O:12])[CH2:15][CH2:16]1 |f:1.2|. The product is C1(CC1)CS(=O)(=O)[C@@H]1C[C@H](N(C1)C=1N(N=C(C1)C)CC(F)(F)F)C(=O)O ((2S,4R)-4-Cyclopropylmethanesulfonyl-1-[5-methyl-2-(2,2,2-trifluoro-ethyl)-2H-pyrazol-3-yl]-pyrrolidine-2-carboxylic acid). Starting materials: C(C1=CC=CC=C1)N1C(=C(C2=CC=C(C=C12)O)C(=O)NCC1=CC(=C(C=C1)F)F)C(C)C (1-benzyl-N-(3,4-difluorobenzyl)-6-hydroxy-2-isopropyl-1H-indole-3-carboxamide), C(C1=CC=CC=C1)N1C(=C(C2=CC=C(C=C12)O)C(=O)NCC1=CC(=C(C=C1)F)F)C(C)C (1-benzyl-N-(3,4-difluorobenzyl)-6-hydroxy-2-isopropyl-1H-indole-3-carboxamide), C(=O)([O-])[O-].[K+].[K+] (K2CO3), C1(CCCC1)I (cyclopentyl iodide). Solvent: CN(C)C=O (DMF). Product: C(C1=CC=CC=C1)N1C(=C(C2=CC=C(C=C12)OC1CCCC1)C(=O)NCC1=CC(=C(C=C1)F)F)C(C)C (1-Benzyl-6-(cyclopentoxy)-N-(3,4-difluorobenzyl)-2-isopropyl-1H-indole-3-carboxamide). As a reaction SMILES: [CH2:1]([N:8]1[C:16]2[C:11](=[CH:12][CH:13]=[C:14]([OH:17])[CH:15]=2)[C:10]([C:18]([NH:20][CH2:21][C:22]2[CH:27]=[CH:26][C:25]([F:28])=[C:24]([F:29])[CH:23]=2)=[O:19])=[C:9]1[CH:30]([CH3:32])[CH3:31])[C:2]1[CH:7]=[CH:6][CH:5]=[CH:4][CH:3]=1.C([O-])([O-])=O.[K+].[K+].[CH:39]1(I)[CH2:43][CH2:42][CH2:41][CH2:40]1>CN(C=O)C>[CH2:1]([N:8]1[C:16]2[C:11](=[CH:12][CH:13]=[C:14]([O:17][CH:39]3[CH2:43][CH2:42][CH2:41][CH2:40]3)[CH:15]=2)[C:10]([C:18]([NH:20][CH2:21][C:22]2[CH:27]=[CH:26][C:25]([F:28])=[C:24]([F:29])[CH:23]=2)=[O:19])=[C:9]1[CH:30]([CH3:32])[CH3:31])[C:2]1[CH:7]=[CH:6][CH:5]=[CH:4][CH:3]=1 |f:1.2.3|. Reported procedure: Following General Procedure A, 1-benzyl-N-(3,4-difluorobenzyl)-6-hydroxy-2-isopropyl-1H-indole-3-carboxamide (Compound 8, 40 mg, 0.092 mmol) in DMF (1.0 ml) was reacted with K2CO3 (38 mg, 0.28 mmol), cyclopentyl iodide (53 μl, 0.46 mmol) to yield the title compound as a white solid. Reactants: C1OC=2C=C(C=CC2OC1)NC1=NC(=NC=C1F)NC1=CC(=CC=C1)O (N4-(3,4-ethylenedioxyphenyl)-5-fluoro-N2-(3-hydroxyphenyl)-2,4-pyrimidinediamine), BrC=1C(=NC(=NC1)Cl)NC1=CC(=CC=C1)O (5-bromo-2-chloro-N4-(3-hydroxyphenyl)-4-pyrimidineamine), C(C=C)N (allylamine). The product is C(C=C)NC1=NC=C(C(=N1)NC1=CC(=CC=C1)O)Br (N2-allyl-5-bromo-N4-(3-hydroxyphenyl)-2,4-pyrimidinediamine). Reaction SMILES: C1CO[C:8]2[CH:7]=[CH:6][C:5]([NH:11][C:12]3[C:17](F)=[CH:16][N:15]=[C:14]([NH:19][C:20]4C=CC=[C:22](O)[CH:21]=4)[N:13]=3)=[CH:4][C:3]=2[O:2]1.[Br:27]C1C(NC2C=CC=C(O)C=2)=NC(Cl)=NC=1.C(N)C=C>>[CH2:20]([NH:19][C:14]1[N:13]=[C:12]([NH:11][C:5]2[CH:6]=[CH:7][CH:8]=[C:3]([OH:2])[CH:4]=2)[C:17]([Br:27])=[CH:16][N:15]=1)[CH:21]=[CH2:22]. Procedure: In a manner similar to the preparation of N4-(3,4-ethylenedioxyphenyl)-5-fluoro-N2-(3-hydroxyphenyl)-2,4-pyrimidinediamine, 5-bromo-2-chloro-N4-(3-hydroxyphenyl)-4-pyrimidineamine and allylamine were reacted to yield N2-allyl-5-bromo-N4-(3-hydroxyphenyl)-2,4-pyrimidinediamine. 1H NMR (CD3OD): δ 8.08 (s, 1H), 7.21 (t, 1H, J=8.1 Hz), 7.02–6.97 (m, 2H), 6.71 (dd, 1H, J=2.4 and 8.7 Hz), 5.91–5.77 (m, 1H), 5.19–5.09 (m, 2H), 3.94–3.89 (m, 2H); LCMS: ret. time: 18.33 min.; purity: 99%; MS (m/e): 322 (... Starting materials: ClC1=NC2=CC=C(C=C2C=C1C(=O)O)Cl (2,6-dichloroquinoline-3-carboxylic acid), NC(C(=O)O)CC(=O)NCC1=CC=CC=C1 (2-amino-N-benzyl-succinamic acid). The solvent is CN(C)C=O (DMF). Product: C(C1=CC=CC=C1)NC(=O)CC(C(=O)O)NC1=NC2=CC=C(C=C2C=C1C(=O)O)Cl (2-(2-Benzylcarbamoyl-1-carboxy-ethylamino)-6-chloro-quinoline-3-carboxylic acid). Reaction SMILES: Cl[C:2]1[C:11]([C:12]([OH:14])=[O:13])=[CH:10][C:9]2[C:4](=[CH:5][CH:6]=[C:7]([Cl:15])[CH:8]=2)[N:3]=1.[NH2:16][CH:17]([CH2:21][C:22]([NH:24][CH2:25][C:26]1[CH:31]=[CH:30][CH:29]=[CH:28][CH:27]=1)=[O:23])[C:18]([OH:20])=[O:19]>CN(C=O)C>[CH2:25]([NH:24][C:22]([CH2:21][CH:17]([NH:16][C:2]1[C:11]([C:12]([OH:14])=[O:13])=[CH:10][C:9]2[C:4](=[CH:5][CH:6]=[C:7]([Cl:15])[CH:8]=2)[N:3]=1)[C:18]([OH:20])=[O:19])=[O:23])[C:26]1[CH:27]=[CH:28][CH:29]=[CH:30][CH:31]=1. Procedure details: In close analogy to the procedure described in Example 1, 2,6-dichloroquinoline-3-carboxylic acid is reacted with 2-amino-N-benzyl-succinamic acid [J. Pharm. Sci. 1980, 69 (5), 553-555.] in DMF to provide the title compound in good yield. Starting materials: O (water), N1=CC=CC=C1 (pyridine), C(C1=CC=CC=C1)(=O)Cl (benzoyl chloride), CO (methanol), C(C1=CC=CC=C1)(=O)Cl (benzoyl chloride). Run in CC=1C=CC(=CC1)C (p-xylene), CC=1C=CC(=CC1)C (p-xylene). Reaction conditions: time 1 hour. Yields the product C(C1=CC=CC=C1)(=O)O (benzoic acid). As a reaction SMILES: N1C=CC=CC=1.[C:7](Cl)(=[O:14])[C:8]1[CH:13]=[CH:12][CH:11]=[CH:10][CH:9]=1.[OH2:16].CO>CC1C=CC(C)=CC=1>[C:7]([OH:14])(=[O:16])[C:8]1[CH:13]=[CH:12][CH:11]=[CH:10][CH:9]=1. Reported procedure: In a reaction vessel having a capacity of 20 l, 1100 g of the so-obtained block copolymer-containing composition was dissolved in 11 l of p-xylene in a nitrogen atmosphere at 100° C. After the composition had been completely dissolved in p-xylene, 400 ml of pyridine was added into the reaction vessel, and 800 g of benzoyl chloride was continuously supplied in the reaction system over a period of 1 hour. Then, reaction was conducted at 100° C. for 1.5 hours after completion of the addition of ben... Reactants: C(C)(C)(C)OC(NC=1SC(=CN1)CCN)=O ([5-(2-Amino-ethyl)-thiazol-2-yl]-carbamic acid tert-butyl ester), C(C)(C)(C)OC(NC=1SC(=CN1)CCN)=O ([5-(2-Amino-ethyl)-thiazol-2-yl]-carbamic acid tert-butyl ester), ClC=1C2=C(N=CN1)C=CS2 (4-chloro-thieno[3,2-d]pyrimidine), CCN(C(C)C)C(C)C (DIEA). The solvent is CN(C=O)C (N,N-dimethylformamide), CCOC(=O)C (EtOAc), O (water). The product is C(C)(C)(C)OC(NC=1SC(=CN1)CCNC=1C2=C(N=CN1)C=CS2)=O ({5-[2-(thieno[3,2-d]pyrimidin-4-ylamino)-ethyl]-thiazol-2-yl}-carbamic acid tert-butyl ester). RXN SMILES: [C:1]([O:5][C:6](=[O:16])[NH:7][C:8]1[S:9][C:10]([CH2:13][CH2:14][NH2:15])=[CH:11][N:12]=1)([CH3:4])([CH3:3])[CH3:2].Cl[C:18]1[C:19]2[S:26][CH:25]=[CH:24][C:20]=2[N:21]=[CH:22][N:23]=1.CCN(C(C)C)C(C)C>CN(C)C=O.CCOC(C)=O.O>[C:1]([O:5][C:6](=[O:16])[NH:7][C:8]1[S:9][C:10]([CH2:13][CH2:14][NH:15][C:18]2[C:19]3[S:26][CH:25]=[CH:24][C:20]=3[N:21]=[CH:22][N:23]=2)=[CH:11][N:12]=1)([CH3:4])([CH3:2])[CH3:3]. Reported procedure: [5-(2-Amino-ethyl)-thiazol-2-yl]-carbamic acid tert-butyl ester (compound 14.1; 20.5 mmol), compound 6.2 (0.94 equivalent) and DIEA (1.0 equivalent) was heated in N,N-dimethylformamide (“DMF”; 75 mL) at 90° C. for 1.5 hours. The reaction mixture was cooled and diluted with EtOAc and water. The organic layer was separated, washed with brine, dried, concentrated and purified by flash column chromatography on silica gel to provide {5-[2-(thieno[3,2-d]pyrimidin-4-ylamino)-ethyl]-thiazol-2-yl}-carbam... Starting materials: CO, CS(=O)(=O)Nc1ccc(C(O)CN=[N+]=[N-])cc1. Product: CS(=O)(=O)Nc1ccc(C(O)CN)cc1. As a reaction SMILES: [CH3:18][OH:19].[N:1](=[N+:2]=[N-:3])[CH2:4][CH:5]([OH:6])[c:7]1[cH:8][cH:9][c:10]([NH:13][S:14](=[O:15])(=[O:16])[CH3:17])[cH:11][cH:12]1>>[NH2:1][CH2:4][CH:5]([OH:6])[c:7]1[cH:8][cH:9][c:10]([NH:13][S:14](=[O:15])(=[O:16])[CH3:17])[cH:11][cH:12]1.